The task is: describe an organic reaction: reactants, conditions, products, and yield. This data is from the Open Reaction Database (ORD), a public repository of structured organic reaction records. Reactants: C(CCCCCCCCCCCCCCC)(=O)OC(CC(=O)O)CCCCCCCCCCCCCCC (3-Hexadecanoyloxyoctadecanoic acid), C1(CCCCC1)N=C=NC1CCCCC1 (N,N'-Dicyclohexylcarbodiimide), ( 5 ), ON1C(CCC1=O)=O (N-hydroxysuccinimide), N[C@@H](C(C)C)C(=O)O (L-valine), Cl (hydrochloric acid). Run in CN(C=O)C (N,N-dimethylformamide), O (water), C(C)N(CC)CC (triethylamine), O1CCOCC1 (dioxane). Yields the product C(CCCCCCCCCCCCCCC)(=O)OC(CC(=O)N[C@@H](C(C)C)C(=O)O)CCCCCCCCCCCCCCC (N-(3-hexadecanoyloxyoctadecanoyl)-L-valine). Isolated yield 62.6%. As a reaction SMILES: [C:1]([O:18][CH:19]([CH2:24][CH2:25][CH2:26][CH2:27][CH2:28][CH2:29][CH2:30][CH2:31][CH2:32][CH2:33][CH2:34][CH2:35][CH2:36][CH2:37][CH3:38])[CH2:20][C:21]([OH:23])=O)(=[O:17])[CH2:2][CH2:3][CH2:4][CH2:5][CH2:6][CH2:7][CH2:8][CH2:9][CH2:10][CH2:11][CH2:12][CH2:13][CH2:14][CH2:15][CH3:16].ON1C(=O)CCC1=O.C1(N=C=NC2CCCCC2)CCCCC1.[NH2:62][C@H:63]([C:67]([OH:69])=[O:68])[CH:64]([CH3:66])[CH3:65].Cl>O1CCOCC1.CN(C)C=O.O.C(N(CC)CC)C>[C:1]([O:18][CH:19]([CH2:24][CH2:25][CH2:26][CH2:27][CH2:28][CH2:29][CH2:30][CH2:31][CH2:32][CH2:33][CH2:34][CH2:35][CH2:36][CH2:37][CH3:38])[CH2:20][C:21]([NH:62][C@H:63]([C:67]([OH:69])=[O:68])[CH:64]([CH3:66])[CH3:65])=[O:23])(=[O:17])[CH2:2][CH2:3][CH2:4][CH2:5][CH2:6][CH2:7][CH2:8][CH2:9][CH2:10][CH2:11][CH2:12][CH2:13][CH2:14][CH2:15][CH3:16]. Procedure details: 3-Hexadecanoyloxyoctadecanoic acid (10.8 g) prepared by the method described in Preparation A-2 (5) and N-hydroxysuccinimide (2.3 g) was dissolved in dioxane (60 ml). N,N'-Dicyclohexylcarbodiimide (4.2 g) was added thereto under ice cooling. The mixture was stirred at ambient temperature over-night. The crystallized N,N'-dicyclohexylurea was filtered off and the filtrate was concentrated to give a residue. The residue was dissolved in N,N-dimethylformamide (70 ml). To this solution was added a s... The reactants are CS(=O)(=S)OCCOCCOCCBr, Nc1ccc(C(=O)O)cc1. Yields the product CS(=O)(=S)OCCOCCOCCOC(=O)c1ccc(N)cc1. Reaction SMILES: [CH3:11][S:12](=[O:13])([O:14][CH2:15][CH2:16][O:17][CH2:18][CH2:19][O:20][CH2:21][CH2:22][Br:23])=[S:24].[NH2:1][c:2]1[cH:3][cH:4][c:5]([C:6](=[O:7])[OH:8])[cH:9][cH:10]1>>[NH2:1][c:2]1[cH:3][cH:4][c:5]([C:6]([O:7][CH2:22][CH2:21][O:20][CH2:19][CH2:18][O:17][CH2:16][CH2:15][O:14][S:12]([CH3:11])(=[O:13])=[S:24])=[O:8])[cH:9][cH:10]1. The reactants are [Li]CCCC, CN(C)C=O, [Cl-], [NH4+], C1CCOC1, C1=C(c2cc3ccccc3s2)N2CCN=C2S1. As a reaction SMILES: [CH2:1]([Li:2])[CH2:3][CH2:4][CH3:5].[CH3:23][N:24]([CH:25]=[O:26])[CH3:27].[Cl-:28].[NH4+:29].[O:30]1[CH2:31][CH2:32][CH2:33][CH2:34]1.[s:6]1[c:7]2[c:8]([cH:9][c:10]1[C:11]1=[CH:15][S:14][C:13]3=[N:16][CH2:17][CH2:18][N:12]13)[cH:19][cH:20][cH:21][cH:22]2>>[s:6]1[c:7]2[c:8]([cH:9][c:10]1[C:11]1=[C:15]([CH:25]=[O:26])[S:14][C:13]3=[N:16][CH2:17][CH2:18][N:12]13)[cH:19][cH:20][cH:21][cH:22]2. The product is O=CC1=C(c2cc3ccccc3s2)N2CCN=C2S1. The reactants are FC1=C(C(=O)N(C)OC)C=CC=C1F (2,3-difluoro-N-methoxy-N-methyl-benzamide), COC1=CC(=C(C=C1)[Mg]Br)C (4-methoxy-2-methyl-phenylmagnesium bromide). Yields the product FC1=C(C=CC=C1F)C(=O)C1=C(C=C(C=C1)OC)C ((2,3-difluorophenyl)(4-methoxy-2-methylphenyl)methanone). As a reaction SMILES: [F:1][C:2]1[C:13]([F:14])=[CH:12][CH:11]=[CH:10][C:3]=1[C:4](N(OC)C)=[O:5].[CH3:15][O:16][C:17]1[CH:22]=[CH:21][C:20]([Mg]Br)=[C:19]([CH3:25])[CH:18]=1>>[F:1][C:2]1[C:13]([F:14])=[CH:12][CH:11]=[CH:10][C:3]=1[C:4]([C:20]1[CH:21]=[CH:22][C:17]([O:16][CH3:15])=[CH:18][C:19]=1[CH3:25])=[O:5]. Reported procedure: Prepared according to Method A step B from 2,3-difluoro-N-methoxy-N-methyl-benzamide (3.77 g, 18.7 mmol) and 4-methoxy-2-methyl-phenylmagnesium bromide (49 mL, 0.5 M in THF) to give 1.45 g of the title compound as a white solid. Reaction SMILES: [C:1]([CH3:2])([CH3:3])([CH3:4])[O:5][C:6](=[O:7])[N:8]1[CH2:9][CH2:10][C:11]([c:14]2[cH:15][c:16]([F:28])[c:17]([B:20]3[O:21][CH2:22][C:23]([CH3:24])([CH3:25])[CH2:26][O:27]3)[cH:18][cH:19]2)=[CH:12][CH2:13]1.[CH3:127][CH2:128][OH:129].[CH3:43][c:44]1[cH:45][cH:46][cH:47][cH:48][cH:49]1.[Cl:29][c:30]1[n:31][cH:32][c:33]([F:36])[cH:34][n:35]1.[Na+:37].[Na+:38].[O-:39][C:40](=[O:41])[O-:42].[Pd:50].[c:108]1([P:109]([c:110]2[cH:111][cH:112][cH:113][cH:114][cH:115]2)[c:116]2[cH:117][cH:118][cH:119][cH:120][cH:121]2)[cH:122][cH:123][cH:124][cH:125][cH:126]1.[c:51]1([P:52]([c:53]2[cH:54][cH:55][cH:56][cH:57][cH:58]2)[c:59]2[cH:60][cH:61][cH:62][cH:63][cH:64]2)[cH:65][cH:66][cH:67][cH:68][cH:69]1.[c:70]1([P:71]([c:72]2[cH:73][cH:74][cH:75][cH:76][cH:77]2)[c:78]2[cH:79][cH:80][cH:81][cH:82][cH:83]2)[cH:84][cH:85][cH:86][cH:87][cH:88]1.[c:89]1([P:90]([c:91]2[cH:92][cH:93][cH:94][cH:95][cH:96]2)[c:97]2[cH:98][cH:99][cH:100][cH:101][cH:102]2)[cH:103][cH:104][cH:105][cH:106][cH:107]1>>[C:1]([CH3:2])([CH3:3])([CH3:4])[O:5][C:6](=[O:7])[N:8]1[CH2:9][CH2:10][C:11]([c:14]2[cH:15][c:16]([F:28])[c:17](-[c:30]3[n:31][cH:32][c:33]([F:36])[cH:34][n:35]3)[cH:18][cH:19]2)=[CH:12][CH2:13]1. The product is CC(C)(C)OC(=O)N1CC=C(c2ccc(-c3ncc(F)cn3)c(F)c2)CC1. Reactants: CC1(C)COB(c2ccc(C3=CCN(C(=O)OC(C)(C)C)CC3)cc2F)OC1, CCO, Cc1ccccc1, Fc1cnc(Cl)nc1, [Na+], [Na+], O=C([O-])[O-], [Pd], c1ccc(P(c2ccccc2)c2ccccc2)cc1, c1ccc(P(c2ccccc2)c2ccccc2)cc1, c1ccc(P(c2ccccc2)c2ccccc2)cc1, c1ccc(P(c2ccccc2)c2ccccc2)cc1. Starting materials: ClCCCCOC=1C=C(C=CC1)C1C(COC2=C1C=CC(=C2)OCOC)(C)C2=CC=C(C=C2)OCOC ((3RS,4RS)-4-[3-(4-Chlorobutyloxy)phenyl]-7-methoxymethyloxy-3-[4-(methoxymethyloxy)phenyl]-3-methyl-2,3-dihydro-4H-benzopyran), [I-].[Na+] (sodium iodide), O (water). Solvent: C(C)C(=O)C (methyl ethyl ketone). Yields the product ICCCCOC=1C=C(C=CC1)C1C(COC2=C1C=CC(=C2)OCOC)(C)C2=CC=C(C=C2)OCOC ((3RS,4RS)-4-[3-(4-iodobutyloxy)phenyl]-7-methoxymethyloxy-3-[4-(methoxymethyloxy)phenyl]-3-methyl-2,3-dihydro-4H-benzopyran). Isolated yield 96.4%. RXN SMILES: Cl[CH2:2][CH2:3][CH2:4][CH2:5][O:6][C:7]1[CH:8]=[C:9]([CH:13]2[C:18]3[CH:19]=[CH:20][C:21]([O:23][CH2:24][O:25][CH3:26])=[CH:22][C:17]=3[O:16][CH2:15][C:14]2([C:28]2[CH:33]=[CH:32][C:31]([O:34][CH2:35][O:36][CH3:37])=[CH:30][CH:29]=2)[CH3:27])[CH:10]=[CH:11][CH:12]=1.[I-:38].[Na+].O>C(C(C)=O)C>[I:38][CH2:2][CH2:3][CH2:4][CH2:5][O:6][C:7]1[CH:8]=[C:9]([CH:13]2[C:18]3[CH:19]=[CH:20][C:21]([O:23][CH2:24][O:25][CH3:26])=[CH:22][C:17]=3[O:16][CH2:15][C:14]2([C:28]2[CH:33]=[CH:32][C:31]([O:34][CH2:35][O:36][CH3:37])=[CH:30][CH:29]=2)[CH3:27])[CH:10]=[CH:11][CH:12]=1 |f:1.2|. Reported procedure: (3RS,4RS)-4-[3-(4-Chlorobutyloxy)phenyl]-7-methoxymethyloxy-3-[4-(methoxymethyloxy)phenyl]-3-methyl-2,3-dihydro-4H-benzopyran (300 mg, 0.57 mmol) and sodium iodide (260 mg, 1.73 mmol) were dissolved in methyl ethyl ketone (30 ml) and then refluxed for 12 hours. The reaction mixture was cooled to room temperature and then water was added thereto. The reaction solution was extracted with ethyl acetate and the organic layer was dried over anhydrous magnesium sulfate, filtered and then concentrated ... Reactants: Cc1ccc(NC(=O)c2cccc(C(C)(C)C#N)c2)cc1[N+](=O)[O-], [Na+], [Na+], C1CCOC1, O=S([O-])S(=O)[O-]. Yields the product Cc1ccc(NC(=O)c2cccc(C(C)(C)C#N)c2)cc1N. As a reaction SMILES: [C:1](#[N:2])[C:3]([CH3:4])([CH3:5])[c:6]1[cH:7][c:8]([C:9](=[O:10])[NH:11][c:12]2[cH:13][c:14]([N+:19]([O-:20])=[O:21])[c:15]([CH3:18])[cH:16][cH:17]2)[cH:22][cH:23][cH:24]1.[Na+:31].[Na+:32].[O:33]1[CH2:34][CH2:35][CH2:36][CH2:37]1.[S:25]([S:26]([O-:27])=[O:28])([O-:29])=[O:30]>>[C:1](#[N:2])[C:3]([CH3:4])([CH3:5])[c:6]1[cH:7][c:8]([C:9](=[O:10])[NH:11][c:12]2[cH:13][c:14]([NH2:19])[c:15]([CH3:18])[cH:16][cH:17]2)[cH:22][cH:23][cH:24]1.